From a dataset of the Open Reaction Database (ORD), a public repository of structured organic reaction records. describe an organic reaction: reactants, conditions, products, and yield The reactants are C(=O)(OC(C)(C)C)N1CC(CCC1)=O (1-Boc-3-piperidone), C(CO)O (ethylene glycol), C(=O)(O)[O-].[Na+] (NaHCO3), O.C1(=CC=C(C=C1)S(=O)(=O)O)C (p-toluene sulfonic acid hydrate). The solvent is C1(=CC=CC=C1)C (toluene). The product is O1CCOC12CNCCC2 (1,4-Dioxa-7-aza-spiro [4.5] decane). As a reaction SMILES: C([N:8]1[CH2:13][CH2:12][CH2:11][C:10](=[O:14])[CH2:9]1)(OC(C)(C)C)=O.[CH2:15](O)[CH2:16][OH:17].O.C1(C)C=CC(S(O)(=O)=O)=CC=1.C([O-])(O)=O.[Na+]>C1(C)C=CC=CC=1>[O:14]1[C:10]2([CH2:11][CH2:12][CH2:13][NH:8][CH2:9]2)[O:17][CH2:16][CH2:15]1 |f:2.3,4.5|. Procedure details: To a solution of 1-Boc-3-piperidone (700 mg, 3.51 mmol) in toluene (20 mL) was added ethylene glycol (588 μL, 10.54 mmol) followed by p-toluene sulfonic acid hydrate (1.0 g, 5.27 mmol) and the reaction heated to reflux using Dean-Stark apparatus for 7 h. To the mixture was added NaHCO3 solution, and the organic layer was removed. The aqueous phase was evaporated to dryness and the resulting residue dissolved in THF. Filtration through celite and removal of the solvent in vacuo gave the desired p... The reactants are COC(=O)c1ccccc1N=C=O, CCC(C)N, C1CCOC1. Product: CCC(C)NC(=O)Nc1ccccc1C(=O)OC. As a reaction SMILES: [C:1](=[O:2])([O:3][CH3:4])[c:5]1[c:6]([N:11]=[C:12]=[O:13])[cH:7][cH:8][cH:9][cH:10]1.[CH:14]([CH3:15])([CH2:16][CH3:17])[NH2:18].[O:19]1[CH2:20][CH2:21][CH2:22][CH2:23]1>>[C:1](=[O:2])([O:3][CH3:4])[c:5]1[c:6]([NH:11][C:12](=[O:13])[NH:18][CH:14]([CH3:15])[CH2:16][CH3:17])[cH:7][cH:8][cH:9][cH:10]1. As a reaction SMILES: [Br:19][c:20]1[cH:21][cH:22][c:23]([CH:24]=[O:25])[cH:26][cH:27]1.[C:13](=[O:14])([O-:15])[O-:16].[CH3:36][CH2:37][O:38][C:39](=[O:40])[CH3:41].[Cu:35].[K+:17].[K+:18].[Na+:29].[O:30]=[CH:31][N:32]([CH3:33])[CH3:34].[OH-:28].[n:1]1(-[c:6]2[cH:7][cH:8][c:9]([OH:12])[cH:10][cH:11]2)[cH:2][n:3][cH:4][cH:5]1>>[n:1]1(-[c:6]2[cH:7][cH:8][c:9]([O:12][c:20]3[cH:21][cH:22][c:23]([CH:24]=[O:25])[cH:26][cH:27]3)[cH:10][cH:11]2)[cH:2][n:3][cH:4][cH:5]1. Yields the product O=Cc1ccc(Oc2ccc(-n3ccnc3)cc2)cc1. Reactants: O=Cc1ccc(Br)cc1, O=C([O-])[O-], CCOC(C)=O, [Cu], [K+], [K+], [Na+], CN(C)C=O, [OH-], Oc1ccc(-n2ccnc2)cc1. Reactants: ClC=1C=C(C=C(C1)C)CC(=O)O (3-chloro-5-methylphenylacetic acid), OS(=O)(=O)O (H2SO4), CCO (EtOH). The product is ClC=1C=C(C=C(C1)C)CC(=O)OCC (Ethyl 3-chloro-5-methylphenylacetate). Yield: 85.0%. Reaction SMILES: [Cl:1][C:2]1[CH:3]=[C:4]([CH2:9][C:10]([OH:12])=[O:11])[CH:5]=[C:6]([CH3:8])[CH:7]=1.OS(O)(=O)=O.[CH3:18][CH2:19]O>>[Cl:1][C:2]1[CH:3]=[C:4]([CH2:9][C:10]([O:12][CH2:18][CH3:19])=[O:11])[CH:5]=[C:6]([CH3:8])[CH:7]=1. Procedure: A solution of 3-chloro-5-methylphenylacetic acid (5.0 g; 27.09 mmol; from step (iii) above) and H2SO4 (conc.; 0.1 mL) in EtOH (25 mL) was refluxed overnight. The solution was concentrated, and the resultant mixture digerated in Na2CO3 solution (75 mL). After extraction with ether (2×75 mL) the combined organic phases were washed with brine, dried (Na2SO4), and evaporated to yield 4.92 g (85%) of the sub-title compound. Reaction SMILES: [Cl:41][CH:42]([Cl:43])[CH3:44].[F:1][c:2]1[c:3]([CH3:31])[cH:4][c:5]([CH2:6][CH:7]([CH2:8][CH2:9][CH2:10][CH:11]=[O:12])[C:13](=[O:14])[N:15]2[C:16](=[O:27])[O:17][CH2:18][CH:19]2[CH2:20][c:21]2[cH:22][cH:23][cH:24][cH:25][cH:26]2)[cH:28][c:29]1[CH3:30].[F:32][c:33]1[cH:34][cH:35][c:36]([CH2:37][NH2:38])[cH:39][cH:40]1>>[F:1][c:2]1[c:3]([CH3:31])[cH:4][c:5]([CH2:6][CH:7]([CH2:8][CH2:9][CH2:10][CH2:11][NH:38][CH2:37][c:36]2[cH:35][cH:34][c:33]([F:32])[cH:40][cH:39]2)[C:13](=[O:14])[N:15]2[C:16](=[O:27])[O:17][CH2:18][CH:19]2[CH2:20][c:21]2[cH:22][cH:23][cH:24][cH:25][cH:26]2)[cH:28][c:29]1[CH3:30]. Starting materials: CC(Cl)Cl, Cc1cc(CC(CCCC=O)C(=O)N2C(=O)OCC2Cc2ccccc2)cc(C)c1F, NCc1ccc(F)cc1. Product: Cc1cc(CC(CCCCNCc2ccc(F)cc2)C(=O)N2C(=O)OCC2Cc2ccccc2)cc(C)c1F.